This data is from the Open Reaction Database (ORD), a public repository of structured organic reaction records. The task is: describe an organic reaction: reactants, conditions, products, and yield Product: Cc1ccc(S(=O)(=O)C(NC=O)c2ccc(F)cc2F)cc1. RXN SMILES: [C:11]12([CH2:12][S:13]([OH:14])(=[O:15])=[O:16])[C:17]([CH3:18])([CH3:19])[CH:20]([CH2:21][CH2:22]1)[CH2:23][C:24]2=[O:25].[CH3:1][c:2]1[cH:3][cH:4][c:5]([S:8](=[O:9])[OH:10])[cH:6][cH:7]1.[CH3:39][OH:40].[CH:36](=[O:37])[NH2:38].[F:26][c:27]1[c:28]([CH:29]=[O:30])[cH:31][cH:32][c:33]([F:35])[cH:34]1>>[CH3:1][c:2]1[cH:3][cH:4][c:5]([S:8](=[O:9])(=[O:10])[CH:29]([c:28]2[c:27]([F:26])[cH:34][c:33]([F:35])[cH:32][cH:31]2)[NH:38][CH:36]=[O:37])[cH:6][cH:7]1. The reactants are CC1(C)C2CCC1(CS(=O)(=O)O)C(=O)C2, Cc1ccc(S(=O)O)cc1, CO, NC=O, O=Cc1ccc(F)cc1F. Yields the product ClC=1C=CC2=C(NC(CC(=N2)C2=CC(=CC=C2)C2=NC=NC=C2)=O)C1 (8-Chloro-4-(3-pyrimidin-4-yl-phenyl)-1,3-dihydro-benzo[b][1,4]diazepin-2-one), solid. Procedure details: The title compound was prepared from (2-amino-4-chloro-phenyl)-carbamic acid tert-butyl ester (Example J4) (121 mg, 0.5 mmol) and 3-oxo-3-(3-pyrimidin-4-yl-phenyl)-propionic acid tert-butyl ester (Example K4) (164 mg, 0.55 mmol) according to the general procedure M and subsequent treatment of the crude product according to the general procedure N. Obtained as a light yellow solid (96 mg). Reactants: crude product, C(C)(C)(C)OC(NC1=C(C=C(C=C1)Cl)N)=O ((2-amino-4-chloro-phenyl)-carbamic acid tert-butyl ester), C(C)(C)(C)OC(CC(C1=CC(=CC=C1)C1=NC=NC=C1)=O)=O (3-oxo-3-(3-pyrimidin-4-yl-phenyl)-propionic acid tert-butyl ester). As a reaction SMILES: C(OC(=O)[NH:7][C:8]1[CH:13]=[CH:12][C:11]([Cl:14])=[CH:10][C:9]=1[NH2:15])(C)(C)C.C(O[C:22](=[O:38])[CH2:23][C:24](=O)[C:25]1[CH:30]=[CH:29][CH:28]=[C:27]([C:31]2[CH:36]=[CH:35][N:34]=[CH:33][N:32]=2)[CH:26]=1)(C)(C)C>>[Cl:14][C:11]1[CH:12]=[CH:13][C:8]2[N:7]=[C:24]([C:25]3[CH:30]=[CH:29][CH:28]=[C:27]([C:31]4[CH:36]=[CH:35][N:34]=[CH:33][N:32]=4)[CH:26]=3)[CH2:23][C:22](=[O:38])[NH:15][C:9]=2[CH:10]=1.